From a dataset of the Open Reaction Database (ORD), a public repository of structured organic reaction records. describe an organic reaction: reactants, conditions, products, and yield Starting materials: C(C)(C)(C)OC(=O)N(C(C1=C(C=CC(=C1)N1S(CCC1)(=O)=O)C(=O)N1CCN(CC1)C1=NC=C(C=C1C)CC)=O)C(=O)OC(C)(C)C (N,N-di-tert-butyloxycarbonyl-5-(1,1-dioxo-1λ6-isothiazolidin-2-yl)-2-[4-(5-ethyl-3-methylpyridin-2-yl)piperazine-1-carbonyl]benzamide). The solvent is O1CCCC1.CN (methylamine tetrahydrofuran). The product is O=S1(N(CCC1)C=1C=CC(=C(C(=O)NC)C1)C(=O)N1CCN(CC1)C1=NC=C(C=C1C)CC)=O (5-(1,1-dioxo-1λ6-isothiazolidin-2-yl)-2-[4-(5-ethyl-3-methylpyridin-2-yl)piperazine-1-carbonyl]-N-methylbenzamide). Yield: 65.7%. RXN SMILES: C(O[C:6]([N:8](C(OC(C)(C)C)=O)[C:9](=[O:40])[C:10]1[CH:15]=[C:14]([N:16]2[CH2:20][CH2:19][CH2:18][S:17]2(=[O:22])=[O:21])[CH:13]=[CH:12][C:11]=1[C:23]([N:25]1[CH2:30][CH2:29][N:28]([C:31]2[C:36]([CH3:37])=[CH:35][C:34]([CH2:38][CH3:39])=[CH:33][N:32]=2)[CH2:27][CH2:26]1)=[O:24])=O)(C)(C)C>O1CCCC1.CN>[O:22]=[S:17]1(=[O:21])[CH2:18][CH2:19][CH2:20][N:16]1[C:14]1[CH:13]=[CH:12][C:11]([C:23]([N:25]2[CH2:26][CH2:27][N:28]([C:31]3[C:36]([CH3:37])=[CH:35][C:34]([CH2:38][CH3:39])=[CH:33][N:32]=3)[CH2:29][CH2:30]2)=[O:24])=[C:10]([CH:15]=1)[C:9]([NH:8][CH3:6])=[O:40] |f:1.2|. Procedure: Using N,N-di-tert-butyloxycarbonyl-5-(1,1-dioxo-1λ6-isothiazolidin-2-yl)-2-[4-(5-ethyl-3-methylpyridin-2-yl)piperazine-1-carbonyl]benzamide (202 mg) described in Example 785 and 2 mol/L methylamine tetrahydrofuran solution (180 μL) and by the reaction and treatment in the same manner as in Example 770, the title compound (96 mg) was obtained. Starting materials: O=C(Cl)C=Cc1ccc(Br)cc1, CC(C)=O, [N-]=[N+]=[N-], [Na+], O. Product: [N-]=[N+]=NC(=O)C=Cc1ccc(Br)cc1. Reaction SMILES: [Br:5][c:6]1[cH:7][cH:8][c:9]([CH:10]=[CH:11][C:12](=[O:13])[Cl:14])[cH:15][cH:16]1.[CH3:18][C:19](=[O:20])[CH3:21].[N-:1]=[N+:2]=[N-:3].[Na+:4].[OH2:17]>>[N:1](=[N+:2]=[N-:3])[C:12]([CH:11]=[CH:10][c:9]1[cH:8][cH:7][c:6]([Br:5])[cH:16][cH:15]1)=[O:13]. The reactants are BrCC1=CC(=CC=C1)[N+](=O)[O-] (1-(bromomethyl)-3-nitrobenzene), [C-]#N.[Na+] (NaCN), O (water). Run in CN(C)C=O (DMF). Yields the product [N+](=O)([O-])C=1C=C(C=CC1)CC#N (2-(3-nitrophenyl)acetonitrile). Isolated yield 43.9%. Reaction SMILES: Br[CH2:2][C:3]1[CH:8]=[CH:7][CH:6]=[C:5]([N+:9]([O-:11])=[O:10])[CH:4]=1.[C-:12]#[N:13].[Na+].O>CN(C=O)C>[N+:9]([C:5]1[CH:4]=[C:3]([CH2:2][C:12]#[N:13])[CH:8]=[CH:7][CH:6]=1)([O-:11])=[O:10] |f:1.2|. Procedure details: A solution of 1-(bromomethyl)-3-nitrobenzene (30 g, 0.139 mol) and NaCN (10.21 g, 0.208 mol) in DMF (150 mL) was stirred at 50° C. for 5 hrs. The mixture was poured into water and extracted with ethyl acetate. The combined organic layer were dried, concentrated and purified by silica-gel column chromatography (PE:EA 20:1˜6:1) to give compound 2-(3-nitrophenyl)acetonitrile (9.9 g, yield 44%). The reactants are Cl (hydrogen chloride), C1(=CC=CC=C1)S(=O)(=O)CCN1C(C2=CC=CC=C2C1=O)=O (2-[2-(phenylsulfonyl)ethyl]-1H-isoindole-1,3-(2H)-dione), O.NN (hydrazine hydrate). Solvent: C(C)O (ethanol). Yields the product Cl.C1(=CC=CC=C1)S(=O)(=O)CCN (2-(Phenylsulfonyl)ethanamine hydrochloride). Yield: 40.5%. As a reaction SMILES: [C:1]1([S:7]([CH2:10][CH2:11][N:12]2C(=O)C3C(=CC=CC=3)C2=O)(=[O:9])=[O:8])[CH:6]=[CH:5][CH:4]=[CH:3][CH:2]=1.O.NN.[ClH:26]>C(O)C>[ClH:26].[C:1]1([S:7]([CH2:10][CH2:11][NH2:12])(=[O:8])=[O:9])[CH:2]=[CH:3][CH:4]=[CH:5][CH:6]=1 |f:1.2,5.6|. Reported procedure: A solution of 32.3 g (0.102 mole) of 2-[2-(phenylsulfonyl)ethyl]-1H-isoindole-1,3-(2H)-dione and 11.8 g (0.2 mole) of 85% hydrazine hydrate in 500 ml of absolute ethanol was refluxed for 6 hr. The reaction mixture was cooled to room temperature, filtered and concentrated. The concentrate was dissolved in chloroform and extracted with 5% sodium hydroxide. The chloroform layer was dried and evaporated to give a clear oil. The oil, the free base of the title compound, was reacted with ethereal hydr... The reactants are ClC1=CC=C(N=N1)N=CN(C)C (N′-(6-Chloro-pyridazin-3-yl)-N,N-dimethyl-formamidine), ClC=1C=CC=2N(N1)C(=CN2)C(=O)C2=CC=C(C=C2)OC ((6-chloro-imidazo[1,2-b]pyridazin-3-yl)-(4-methoxy-phenyl)-methanone). Yields the product COC1=CC=C(C=C1)C(=O)C1=CN=C2N1N=C(C=C2)C=2C=NN(C2)C ((4-Methoxy-phenyl)-[6-(1-methyl-1H-pyrazol-4-yl)-imidazo[1,2-b]pyridazin-3-yl]-methanone). Reaction SMILES: Cl[C:2]1[N:7]=[N:6][C:5](N=CN(C)C)=[CH:4][CH:3]=1.Cl[C:14]1[CH:15]=[CH:16][C:17]2[N:18]([C:20]([C:23]([C:25]3[CH:30]=[CH:29][C:28]([O:31][CH3:32])=[CH:27][CH:26]=3)=[O:24])=[CH:21][N:22]=2)[N:19]=1>>[CH3:32][O:31][C:28]1[CH:29]=[CH:30][C:25]([C:23]([C:20]2[N:18]3[N:19]=[C:14]([C:3]4[CH:2]=[N:7][N:6]([CH3:5])[CH:4]=4)[CH:15]=[CH:16][C:17]3=[N:22][CH:21]=2)=[O:24])=[CH:26][CH:27]=1. Reported procedure: The title compound was prepared in analogy to the synthesis of compound of Example 1, starting with (6-chloro-imidazo[1,2-b]pyridazin-3-yl)-(4-methoxy-phenyl)-methanone (Stage 3.2) (tR 1.1 min (conditions 2), MH+=334) Reactants: ClC1=CC=C(S1)C1=NN(C(N1CC1=C(C=CC=C1)F)=O)CC(=O)O ([3-(5-chloro-2-thienyl)-4-(2-fluorobenzyl)-5-oxo-4,5-dihydro-1H-1,2,4-triazol-1-yl]acetic acid), NCC(C1=C(C=CC=C1)C(F)(F)F)NC(OC(C)(C)C)=O (tert-butyl {2-amino-1-[2-(trifluoromethyl)phenyl]ethyl}carbamate). The product is ClC1=CC=C(S1)C1=NN(C(N1CC1=C(C=CC=C1)F)=O)CC(=O)NCC(C1=C(C=CC=C1)C(F)(F)F)NC(OC(C)(C)C)=O (tert-Butyl {2-({[3-(5-chloro-2-thienyl)-4-(2-fluorobenzyl)-5-oxo-4,5-dihydro-1H-1,2,4-triazol-1-yl]acetyl}amino)-1-[2-(trifluoromethyl)phenyl]ethyl}carbamate). RXN SMILES: [Cl:1][C:2]1[S:6][C:5]([C:7]2[N:11]([CH2:12][C:13]3[CH:18]=[CH:17][CH:16]=[CH:15][C:14]=3[F:19])[C:10](=[O:20])[N:9]([CH2:21][C:22](O)=[O:23])[N:8]=2)=[CH:4][CH:3]=1.[NH2:25][CH2:26][CH:27]([NH:38][C:39](=[O:45])[O:40][C:41]([CH3:44])([CH3:43])[CH3:42])[C:28]1[CH:33]=[CH:32][CH:31]=[CH:30][C:29]=1[C:34]([F:37])([F:36])[F:35]>>[Cl:1][C:2]1[S:6][C:5]([C:7]2[N:11]([CH2:12][C:13]3[CH:18]=[CH:17][CH:16]=[CH:15][C:14]=3[F:19])[C:10](=[O:20])[N:9]([CH2:21][C:22]([NH:25][CH2:26][CH:27]([NH:38][C:39](=[O:45])[O:40][C:41]([CH3:42])([CH3:44])[CH3:43])[C:28]3[CH:33]=[CH:32][CH:31]=[CH:30][C:29]=3[C:34]([F:37])([F:36])[F:35])=[O:23])[N:8]=2)=[CH:4][CH:3]=1. Procedure: Analogously to the procedure of Example 63, 54 mg (146 μmol) of [3-(5-chloro-2-thienyl)-4-(2-fluorobenzyl)-5-oxo-4,5-dihydro-1H-1,2,4-triazol-1-yl]acetic acid [for the preparation see Example 154A in WO 2007/134862] were reacted with 49 mg (161 μmol) of tert-butyl {2-amino-1-[2-(trifluoromethyl)phenyl]ethyl}carbamate. This gave 64 mg (67% of theory) of the title compound. Starting materials: Cl (hydrochloric acid), COCC1(C=O)CC(=CC=C1)C(F)(F)F (1-(methoxymethyl)-3-(trifluoromethyl)benzaldehyde), CC(=O)C (acetone), O (water). Product: OC1=C(C=O)C=CC(=C1)C(F)(F)F (2-hydroxy-4-(trifluoromethyl)benzaldehyde). Reaction SMILES: COC[C:4]1([CH:11]=[CH:10][CH:9]=[C:8]([C:12]([F:15])([F:14])[F:13])[CH2:7]1)C=O.Cl.[OH2:17].C[C:19](C)=[O:20]>>[OH:17][C:4]1[CH:7]=[C:8]([C:12]([F:13])([F:14])[F:15])[CH:9]=[CH:10][C:11]=1[CH:19]=[O:20]. Procedure details: 5.0 g of 1-(methoxymethyl)-3-(trifluoromethyl)benzaldehyde was dissolved in 25 ml acetone, and 22 ml of 6 N hydrochloric acid was added. The mixture was reacted at room temperature for 3 hours, and water was added thereto, followed by extracting with ethyl acetate. The extract was washed with brine, dried over anhydrous magnesium sulfate and the solvent was evapaorated, to give 4.5 g of 2-hydroxy-4-(trifluoromethyl)benzaldehyde as a pale reddish orange oil. Starting materials: [Br-], CC1(C)SCN(CCCCBr)C1=O, CCOC(C)=O, CO, CC#N, ClCCl, Cl, [I-], [Na+], c1ccc2c(N3CCNCC3)nsc2c1. Product: CC1(C)SCN(CCCCN2CCN(c3nsc4ccccc34)CC2)C1=O, Cl. Reaction SMILES: [Br-:32].[Br:1][CH2:2][CH2:3][CH2:4][CH2:5][N:6]1[CH2:7][S:8][C:9]([CH3:12])([CH3:13])[C:10]1=[O:11].[CH3:33][CH2:34][O:35][C:36](=[O:37])[CH3:38].[CH3:39][OH:40].[CH3:44][C:45]#[N:46].[Cl:41][CH2:42][Cl:43].[ClH:14].[I-:30].[Na+:31].[s:15]1[n:16][c:17]([N:24]2[CH2:25][CH2:26][NH:27][CH2:28][CH2:29]2)[c:18]2[c:19]1[cH:20][cH:21][cH:22][cH:23]2>>[CH2:2]([CH2:3][CH2:4][CH2:5][N:6]1[CH2:7][S:8][C:9]([CH3:12])([CH3:13])[C:10]1=[O:11])[N:27]1[CH2:26][CH2:25][N:24]([c:17]2[n:16][s:15][c:19]3[c:18]2[cH:23][cH:22][cH:21][cH:20]3)[CH2:29][CH2:28]1.[ClH:14].